Dataset: the Open Reaction Database (ORD), a public repository of structured organic reaction records. Task: describe an organic reaction: reactants, conditions, products, and yield The reactants are ClC(=O)OCC(Cl)(Cl)Cl (2,2,2-trichloroethyl chloroformate), N1=CC=CC=C1 (pyridine), NC1=C(C(=O)N2C(CCC2)CO)C=C(C(=C1OC)C)OC (N-(2-Amino-4-methyl-3,5-dimethoxybenzoyl) pyrrolidine-2-methanol). Run in C(Cl)Cl (DCM), C(Cl)Cl (DCM), C(Cl)Cl (DCM). Conditions: time 6 hour. Yields the product CC1=C(C(=C(C(=O)N2C(CCC2)CO)C=C1OC)NC(=O)OCC(Cl)(Cl)Cl)OC (N-(4-Methyl-3,5-dimethoxy-2-[trichloroethyloxycarbonylamino]-benzoyl) pyrrolidine-2-methanol). The yield is 69.7%. Reaction SMILES: Cl[C:2]([O:4][CH2:5][C:6]([Cl:9])([Cl:8])[Cl:7])=[O:3].N1C=CC=CC=1.[NH2:16][C:17]1[C:31]([O:32][CH3:33])=[C:30]([CH3:34])[C:29]([O:35][CH3:36])=[CH:28][C:18]=1[C:19]([N:21]1[CH2:25][CH2:24][CH2:23][CH:22]1[CH2:26][OH:27])=[O:20]>C(Cl)Cl>[CH3:34][C:30]1[C:29]([O:35][CH3:36])=[CH:28][C:18]([C:19]([N:21]2[CH2:25][CH2:24][CH2:23][CH:22]2[CH2:26][OH:27])=[O:20])=[C:17]([NH:16][C:2]([O:4][CH2:5][C:6]([Cl:9])([Cl:8])[Cl:7])=[O:3])[C:31]=1[O:32][CH3:33]. Procedure: A solution of 2,2,2-trichloroethyl chloroformate (1.38 g, 6.5 mmol) in distilled DCM (25 mL) was added dropwise over 0.5 hours to a solution of anhydrous pyridine (1.03 g, 13 mmol) and 191 (1.91 g, 6.5 mmol) in distilled DCM (25 mL) at 0° C. After 6 hours at room temperature, the reaction mixture was diluted with anhydrous DCM (100 mL) and washed with 1 N HCl (2×100 mL), H2O (100 mL), brine (100 mL) and dried over anhydrous MgSO4. Evaporation of the solvent yielded a brown oil which was purified... The reactants are S(=O)(Cl)Cl (Thionylchloride), CO (methanol), [N+](=O)([O-])C1=C(C(=O)O)C=CC=C1C (2-nitro-3-methylbenzoic acid). The product is [N+](=O)([O-])C1=C(C(=O)OC)C=CC=C1C (Methyl 2-nitro-3-methylbenzoate). Conditions: temperature 60 celsius. Procedure details: Thionylchloride (253 mL) was added dropwise to 3 1 methanol at 0°-10° C. Toward end of the addition, the temperature was allowed to rise to 20° C. Solid 2-nitro-3-methylbenzoic acid (500 g) was charged in one portion and the reaction mixture was heated to reflux overnight. It was distilled until pot reached 73° C. After cooling to 60° C., 685 mL water was introduced dropwise and the reaction mixture was cooled to 20° C. Upon adding 26 mL water and 125 mL 80% NaOH, the pH was adjusted to 7. The p... Reaction SMILES: S(Cl)(Cl)=O.[N+:5]([C:8]1[C:16]([CH3:17])=[CH:15][CH:14]=[CH:13][C:9]=1[C:10]([OH:12])=[O:11])([O-:7])=[O:6].[CH3:18]O>>[N+:5]([C:8]1[C:16]([CH3:17])=[CH:15][CH:14]=[CH:13][C:9]=1[C:10]([O:12][CH3:18])=[O:11])([O-:7])=[O:6]. Yields the product CC(=O)c1ccc(c2ccc(OC)cc2)cc1. The reactants are c4(OC)ccc(B3OB(c1ccc(OC)cc1)OB(c2ccc(OC)cc2)O3)cc4 (effective_coupling_partner), CC(=O)c1ccc(OC(=O)C(C)(C)C)cc1 (substrate). Conditions: temperature 110 celsius, time 12 hour. The reagents and catalysts are PCy3. Starting materials: C([O-])(O)=O.[Na+] (sodium bicarbonate), COC(=O)C=1C=CC2=C(CC(CCC2)N(C[C@@H](COC2=CC=CC=C2)O[Si](CC)(CC)CC)C(=O)OC(C)(C)C)C1 (8-[N-tert-butoxycarbonyl-N-[(2S)-3-phenoxy-2-(triethylsilyloxy)propyl]amino]-6,7,8,9-tetrahydro-5H-benzocycloheptene-2-carboxylic acid methyl ester), [H-].C(C(C)C)[Al+]CC(C)C (diisobutylaluminum hydride). Solvent: O1CCCC1 (tetrahydrofuran), CCCCCC (hexane). Product: OCC1=CC2=C(CCCC(C2)N(C[C@@H](COC2=CC=CC=C2)O[Si](CC)(CC)CC)C(=O)OC(C)(C)C)C=C1 (N-(3-hydroxymethyl-6,7,8,9-tetrahydro-5H-benzocyclohepten-6-yl)-N-[(2S)-3-phenoxy-2-(triethylsilyloxy)propyl]-tert-butoxy-carbonylamine). The yield is 92.6%. As a reaction SMILES: C[O:2][C:3]([C:5]1[CH:6]=[CH:7][C:8]2[CH2:14][CH2:13][CH2:12][CH:11]([N:15]([C:34]([O:36][C:37]([CH3:40])([CH3:39])[CH3:38])=[O:35])[CH2:16][C@H:17]([O:26][Si:27]([CH2:32][CH3:33])([CH2:30][CH3:31])[CH2:28][CH3:29])[CH2:18][O:19][C:20]3[CH:25]=[CH:24][CH:23]=[CH:22][CH:21]=3)[CH2:10][C:9]=2[CH:41]=1)=O.[H-].C([Al+]CC(C)C)C(C)C.C(=O)(O)[O-].[Na+]>O1CCCC1.CCCCCC>[OH:2][CH2:3][C:5]1[CH:6]=[CH:7][C:8]2[CH2:14][CH2:13][CH2:12][CH:11]([N:15]([C:34]([O:36][C:37]([CH3:38])([CH3:40])[CH3:39])=[O:35])[CH2:16][C@H:17]([O:26][Si:27]([CH2:28][CH3:29])([CH2:32][CH3:33])[CH2:30][CH3:31])[CH2:18][O:19][C:20]3[CH:25]=[CH:24][CH:23]=[CH:22][CH:21]=3)[CH2:10][C:9]=2[CH:41]=1 |f:1.2,3.4|. Procedure details: To a cold (−78° C.) solution of 8-[N-tert-butoxycarbonyl-N-[(2S)-3-phenoxy-2-(triethylsilyloxy)propyl]amino]-6,7,8,9-tetrahydro-5H-benzocycloheptene-2-carboxylic acid methyl ester (5.90 g) in tetrahydrofuran (120 ml) was added dropwise a solution of diisobutylaluminum hydride in hexane (0.95M, 53.2 ml). The reaction mixture was warmed to room temperature over 4 hours, and then saturated sodium bicarbonate solution was added dropwise to the mixture. The resulting precipitate was filtered off and ... The reactants are C(C)(C)(C)OC(=O)N1C(=CC=2C=NC=CC21)CN2C(CNCC2)=O (2-(2-oxo-piperazin-1-ylmethyl)-pyrrolo[3,2-c]pyridine-1-carboxylic acid tert-butyl ester), C([O-])([O-])=O.[K+].[K+] (Potassium carbonate), C(C#C)Br (propargyl bromide). Solvent: CC#N (CH3CN). Product: C(C)(C)(C)OC(=O)N1C(=CC=2C=NC=CC21)CN2C(CN(CC2)CC#C)=O (2-(2-Oxo-4-prop-2-ynyl-piperazin-1-ylmethyl)-pyrrolo[3,2-c]pyridine-1-carboxylic acid tert-butyl ester). The yield is 70.6%. As a reaction SMILES: [C:1]([O:5][C:6]([N:8]1[C:16]2[CH:15]=[CH:14][N:13]=[CH:12][C:11]=2[CH:10]=[C:9]1[CH2:17][N:18]1[CH2:23][CH2:22][NH:21][CH2:20][C:19]1=[O:24])=[O:7])([CH3:4])([CH3:3])[CH3:2].C(=O)([O-])[O-].[K+].[K+].[CH2:31](Br)[C:32]#[CH:33]>CC#N>[C:1]([O:5][C:6]([N:8]1[C:16]2[CH:15]=[CH:14][N:13]=[CH:12][C:11]=2[CH:10]=[C:9]1[CH2:17][N:18]1[CH2:23][CH2:22][N:21]([CH2:33][C:32]#[CH:31])[CH2:20][C:19]1=[O:24])=[O:7])([CH3:4])([CH3:2])[CH3:3] |f:1.2.3|. Reported procedure: A solution containing 2-(2-oxo-piperazin-1-ylmethyl)-pyrrolo[3,2-c]pyridine-1-carboxylic acid tert-butyl ester (4.3 g, 13.0 mmol), EXAMPLE 69, in CH3CN (250 mL) is cooled to 0° C. Potassium carbonate (1.98 g, 14.3 mmol) is added to the reaction mixture followed by propargyl bromide (1.55 g, 13.0 mmol). The mixture is slowly warmed to ambient temperature and maintained until complete consumption of starting material is observed by TLC (approx. 8 h). The mixture is concentrated to dryness and then... Reactants: CN1N=C(C=C1SC)C(CC1CCOCC1)C1=CC=C(N1)C=1SC(=CN1)CO ([2-(5-{1-[1-methyl-5-(methylsulfanyl)-1H-pyrazol-3-yl]-2-(tetrahydro-2H-pyran-4-yl)ethyl}-1H-pyrrol-2-yl)-1,3-thiazol-5-yl]methanol), OOS(=O)[O-].[K+] (oxone), O (water), C(O)([O-])=O.[Na+] (sodium hydrogen carbonate). Solvent: CO (methanol), O1CCCC1 (tetrahydrofuran). Reaction conditions: time 1 hour. Yields the product CN1N=C(C=C1S(=O)(=O)C)C(CC1CCOCC1)C1=CC=C(N1)C=1SC(=CN1)CO ([2-(5-{1-[1-methyl-5-(methylsulfonyl)-1H-pyrazol-3-yl]-2-(tetrahydro-2H-pyran-4-yl)ethyl}-1H-pyrrol-2-yl)-1,3-thiazol-5-yl]methanol). Yield: 70.0%. As a reaction SMILES: [CH3:1][N:2]1[C:6](SC)=[CH:5][C:4]([CH:9]([C:17]2[NH:21][C:20]([C:22]3[S:23][C:24]([CH2:27][OH:28])=[CH:25][N:26]=3)=[CH:19][CH:18]=2)[CH2:10][CH:11]2[CH2:16][CH2:15][O:14][CH2:13][CH2:12]2)=[N:3]1.O[O:30][S:31]([O-:33])=O.[K+].O.[C:36](=O)([O-])O.[Na+]>CO.O1CCCC1>[CH3:1][N:2]1[C:6]([S:31]([CH3:36])(=[O:33])=[O:30])=[CH:5][C:4]([CH:9]([C:17]2[NH:21][C:20]([C:22]3[S:23][C:24]([CH2:27][OH:28])=[CH:25][N:26]=3)=[CH:19][CH:18]=2)[CH2:10][CH:11]2[CH2:16][CH2:15][O:14][CH2:13][CH2:12]2)=[N:3]1 |f:1.2,4.5|. Procedure details: A mixture of [2-(5-{1-[1-methyl-5-(methylsulfanyl)-1H-pyrazol-3-yl]-2-(tetrahydro-2H-pyran-4-yl)ethyl}-1H-pyrrol-2-yl)-1,3-thiazol-5-yl]methanol (0.40 g), oxone (registered trade mark) (0.89 g), water (6 mL), tetrahydrofuran (6 mL) and methanol (6 mL) was stirred at room temperature for 1 hr. To the reaction mixture was added saturated aqueous sodium hydrogen carbonate, and the mixture was extracted with ethyl acetate. The ethyl acetate layer was washed with saturated brine, dried (MgSO4), and c... The reactants are CC=1NC(CSC1C1=CC=NC=C1)=O (5-methyl-6-(4-pyridinyl)-2H-1,4-thiazin-3(4H)-one), Cl (hydrochloric acid). The solvent is CO (methanol). Yields the product Cl.CC=1NC(CSC1C1=CC=NC=C1)=O (5-methyl-6-(4-pyridinyl)-2H-1,4-thiazin-3(4H)-one hydrochloride). RXN SMILES: [CH3:1][C:2]1[NH:3][C:4](=[O:14])[CH2:5][S:6][C:7]=1[C:8]1[CH:13]=[CH:12][N:11]=[CH:10][CH:9]=1.[ClH:15]>CO>[ClH:15].[CH3:1][C:2]1[NH:3][C:4](=[O:14])[CH2:5][S:6][C:7]=1[C:8]1[CH:13]=[CH:12][N:11]=[CH:10][CH:9]=1 |f:3.4|. Procedure details: To a solution of 5-methyl-6-(4-pyridinyl)-2H-1,4-thiazin-3(4H)-one (5 g) in methanol (500 ml), 12N hydrochloric acid (4 ml) was added dropwise with stirring at room temperature. The reaction mixture was stirred at room temperature for 1 hour and then concentrated in vacuo. Tetrahydrofuran (200 ml) was added and the reaction mixture was stirred at room temperature for 10 minutes, and then filtered. The residue was recrystallized from ethanol to give 4.6 g of 5-methyl-6-(4-pyridinyl)-2H-1,4-thiazi... Yield: 42.0%. The reactants are N1=C(NC2=C1C=CC=C2)C2=CC=C(CO)C=C2 (4-(Benzimidazol-2-yl)-benzyl alcohol). The reagents and catalysts are O=[Mn]=O (MnO2). Procedure details: 4-(Benzimidazol-2-yl)-benzyl alcohol from above (0.175 g, 0.78 mmol) was dissolved in CH2Cl2 (5 mL) and THF (8 mL), treated with activated MnO2 (0.68 g, 7.8 mmol) and stirred at room temperature for 1.5 h. The mixture was filtered through celite, the cake washed with CH2Cl2 and the solvent from the eluent removed under reduced pressure to afford 4-(benzimidazol-2-yl)-benzaldehyde (92 mg, 42%). 1H NMR (CD4OD) δ 7.28 (m, 2H), 7.60 (br, 1H (NH)), 7.65 (d, 2H, J=7.8 Hz), 8.09 (d, 2H, J=7.8 Hz), 8.30... Run in C(Cl)Cl (CH2Cl2), C1CCOC1 (THF). Conditions: time 1.5 hour. Product: N1=C(NC2=C1C=CC=C2)C2=CC=C(C=O)C=C2 (4-(benzimidazol-2-yl)-benzaldehyde). As a reaction SMILES: [N:1]1[C:5]2[CH:6]=[CH:7][CH:8]=[CH:9][C:4]=2[NH:3][C:2]=1[C:10]1[CH:17]=[CH:16][C:13]([CH2:14][OH:15])=[CH:12][CH:11]=1>C(Cl)Cl.C1COCC1.O=[Mn]=O>[N:1]1[C:5]2[CH:6]=[CH:7][CH:8]=[CH:9][C:4]=2[NH:3][C:2]=1[C:10]1[CH:17]=[CH:16][C:13]([CH:14]=[O:15])=[CH:12][CH:11]=1. Reactants: CN(C)CCCCl, Cl, [H-], [Na+], Oc1ccc(-c2nnc(COCCOc3ccccc3)o2)cc1. Product: CN(C)CCCOc1ccc(-c2nnc(COCCOc3ccccc3)o2)cc1. Reaction SMILES: [Cl:26][CH2:27][CH2:28][CH2:29][N:30]([CH3:31])[CH3:32].[ClH:33].[H-:24].[Na+:25].[O:1]([c:2]1[cH:3][cH:4][cH:5][cH:6][cH:7]1)[CH2:8][CH2:9][O:10][CH2:11][c:12]1[n:13][n:14][c:15](-[c:17]2[cH:18][cH:19][c:20]([OH:23])[cH:21][cH:22]2)[o:16]1>>[O:1]([c:2]1[cH:3][cH:4][cH:5][cH:6][cH:7]1)[CH2:8][CH2:9][O:10][CH2:11][c:12]1[n:13][n:14][c:15](-[c:17]2[cH:18][cH:19][c:20]([O:23][CH2:27][CH2:28][CH2:29][N:30]([CH3:31])[CH3:32])[cH:21][cH:22]2)[o:16]1. Reactants: [C-]#N, [C-]#N, CN(C)C=O, Cc1ccc(NC(=O)c2ccc(CN3CCN(C)CC3)c(I)c2)cc1Nc1nccc(-c2cccnc2)n1, [Zn+2], c1ccc(P(c2ccccc2)(c2ccccc2)[Pd](P(c2ccccc2)(c2ccccc2)c2ccccc2)(P(c2ccccc2)(c2ccccc2)c2ccccc2)P(c2ccccc2)(c2ccccc2)c2ccccc2)cc1. The product is Cc1ccc(NC(=O)c2ccc(CN3CCN(C)CC3)c(C#N)c2)cc1Nc1nccc(-c2cccnc2)n1. RXN SMILES: [C-:121]#[N:122].[C-:124]#[N:125].[CH3:39][N:40]([CH3:41])[CH:42]=[O:43].[I:1][c:2]1[cH:3][c:4]([C:5](=[O:6])[NH:7][c:8]2[cH:9][c:10]([NH:15][c:16]3[n:17][cH:18][cH:19][c:20](-[c:22]4[cH:23][n:24][cH:25][cH:26][cH:27]4)[n:21]3)[c:11]([CH3:14])[cH:12][cH:13]2)[cH:28][cH:29][c:30]1[CH2:31][N:32]1[CH2:33][CH2:34][N:35]([CH3:38])[CH2:36][CH2:37]1.[Zn+2:123].[cH:44]1[cH:45][cH:46][c:47]([P:48]([Pd:49]([P:50]([c:51]2[cH:52][cH:53][cH:54][cH:55][cH:56]2)([c:57]2[cH:58][cH:59][cH:60][cH:61][cH:62]2)[c:63]2[cH:64][cH:65][cH:66][cH:67][cH:68]2)([P:69]([c:70]2[cH:71][cH:72][cH:73][cH:74][cH:75]2)([c:76]2[cH:77][cH:78][cH:79][cH:80][cH:81]2)[c:82]2[cH:83][cH:84][cH:85][cH:86][cH:87]2)[P:88]([c:89]2[cH:90][cH:91][cH:92][cH:93][cH:94]2)([c:95]2[cH:96][cH:97][cH:98][cH:99][cH:100]2)[c:101]2[cH:102][cH:103][cH:104][cH:105][cH:106]2)([c:107]2[cH:108][cH:109][cH:110][cH:111][cH:112]2)[c:113]2[cH:114][cH:115][cH:116][cH:117][cH:118]2)[cH:119][cH:120]1>>[c:2]1([C:39]#[N:40])[cH:3][c:4]([C:5](=[O:6])[NH:7][c:8]2[cH:9][c:10]([NH:15][c:16]3[n:17][cH:18][cH:19][c:20](-[c:22]4[cH:23][n:24][cH:25][cH:26][cH:27]4)[n:21]3)[c:11]([CH3:14])[cH:12][cH:13]2)[cH:28][cH:29][c:30]1[CH2:31][N:32]1[CH2:33][CH2:34][N:35]([CH3:38])[CH2:36][CH2:37]1.